This data is from the Open Reaction Database (ORD), a public repository of structured organic reaction records. The task is: describe an organic reaction: reactants, conditions, products, and yield Yields the product Nc1nc(N)c2c(ccc3c2ccn3-c2nc3ccccc3s2)n1. Reactants: CN(C)C=O, Clc1nc2ccccc2s1, Nc1nc(N)c2c(ccc3[nH]ccc32)n1. RXN SMILES: [CH3:26][N:27]([CH3:28])[CH:29]=[O:30].[Cl:16][c:17]1[s:18][c:19]2[c:20]([n:21]1)[cH:22][cH:23][cH:24][cH:25]2.[c:1]1([NH2:15])[n:2][c:3]([NH2:14])[n:4][c:5]2[cH:6][cH:7][c:8]3[c:9]([c:10]12)[cH:11][cH:12][nH:13]3>>[c:1]1([NH2:15])[n:2][c:3]([NH2:14])[n:4][c:5]2[cH:6][cH:7][c:8]3[c:9]([c:10]12)[cH:11][cH:12][n:13]3-[c:17]1[s:18][c:19]2[c:20]([n:21]1)[cH:22][cH:23][cH:24][cH:25]2. Starting materials: CC(C)(C)NNC(=O)c1ccccc1, CC(C)(C)NNC(=O)c1ccc(Cl)c(Cl)c1. Product: O=C(Cl)c1ccccc1. As a reaction SMILES: [C:1]([c:2]1[cH:3][cH:4][cH:5][cH:6][cH:7]1)(=[O:8])[NH:9][NH:10][C:11]([CH3:12])([CH3:13])[CH3:14].[Cl:15][c:16]1[cH:17][c:18]([C:23]([NH:24][NH:25][C:26]([CH3:27])([CH3:28])[CH3:29])=[O:30])[cH:19][cH:20][c:21]1[Cl:22]>>[C:1]([c:2]1[cH:3][cH:4][cH:5][cH:6][cH:7]1)(=[O:8])[Cl:15]. Starting materials: ClC(=O)OCC1=CC=CC=C1 (benzyl chloroformate), [OH-].[Na+] (sodium hydroxide), NC(C(=O)O)C1=CC(=C(C=C1)O)COC (α-Amino-4-hydroxy-3-(methoxymethyl)benzeneacetic acid). Solvent: O (water). Conditions: temperature 0 celsius, time 30 minute. Yields the product C(C1=CC=CC=C1)OC(=O)NC(C(=O)O)C1=CC(=C(C=C1)O)COC (α-(Benzyloxycarbonyl)amino-4-hydroxy-3-(methoxymethyl)-benzeneacetic acid). RXN SMILES: [NH2:1][CH:2]([C:6]1[CH:11]=[CH:10][C:9]([OH:12])=[C:8]([CH2:13][O:14][CH3:15])[CH:7]=1)[C:3]([OH:5])=[O:4].Cl[C:17]([O:19][CH2:20][C:21]1[CH:26]=[CH:25][CH:24]=[CH:23][CH:22]=1)=[O:18].[OH-].[Na+]>O>[CH2:20]([O:19][C:17]([NH:1][CH:2]([C:6]1[CH:11]=[CH:10][C:9]([OH:12])=[C:8]([CH2:13][O:14][CH3:15])[CH:7]=1)[C:3]([OH:5])=[O:4])=[O:18])[C:21]1[CH:26]=[CH:25][CH:24]=[CH:23][CH:22]=1 |f:2.3|. Procedure details: α-Amino-4-hydroxy-3-(methoxymethyl)benzeneacetic acid (0.1 mole), is dissolved in water, the pH of which is about 8. This solution is cooled to 0° C. and benzyl chloroformate (0.1 mole) is added dropwise along with 1N sodium hydroxide so as to maintain the pH at 8 to 9. After the addition, the solution is stirred at 0° C. for 30 minutes and 30 minutes at room temperature. The solution is washed with ethyl ether and then acidified with hydrochloric acid. The title compound is then recovered from ...